This data is from the Open Reaction Database (ORD), a public repository of structured organic reaction records. The task is: describe an organic reaction: reactants, conditions, products, and yield Starting materials: COc1ccc(-c2cccc(C(=O)CC(=O)Nc3ccc(OCC(F)(F)F)cc3NC(=O)OC(C)(C)C)c2)cn1, ClCCl, O=C(O)C(F)(F)F. Product: COc1ccc(-c2cccc(C3=Nc4cc(OCC(F)(F)F)ccc4NC(=O)C3)c2)cn1. Reaction SMILES: [C:1]([O:2][C:3](=[O:4])[NH:7][c:8]1[c:9]([NH:20][C:21]([CH2:22][C:23](=[O:5])[c:25]2[cH:26][c:27](-[c:31]3[cH:32][n:33][c:34]([O:37][CH3:38])[cH:35][cH:36]3)[cH:28][cH:29][cH:30]2)=[O:39])[cH:10][cH:11][c:12]([O:14][CH2:15][C:16]([F:17])([F:18])[F:19])[cH:13]1)([CH3:6])([CH3:24])[CH3:40].[Cl:48][CH2:49][Cl:50].[F:41][C:42]([F:43])([F:44])[C:45]([OH:46])=[O:47]>>[N:7]1=[C:23]([c:25]2[cH:26][c:27](-[c:31]3[cH:32][n:33][c:34]([O:37][CH3:38])[cH:35][cH:36]3)[cH:28][cH:29][cH:30]2)[CH2:22][C:21](=[O:39])[NH:20][c:9]2[c:8]1[cH:13][c:12]([O:14][CH2:15][C:16]([F:17])([F:18])[F:19])[cH:11][cH:10]2. Starting materials: CC(C)C[Al+]CC(C)C, Cc1ccccc1, [H-], CCOC(=O)C1(C(=O)OCC)CCOCC1. Product: CCOC(=O)C1(CO)CCOCC1. RXN SMILES: [CH2:18]([Al+:19][CH2:20][CH:21]([CH3:22])[CH3:23])[CH:24]([CH3:25])[CH3:26].[CH3:27][c:28]1[cH:29][cH:30][cH:31][cH:32][cH:33]1.[H-:17].[O:1]1[CH2:2][CH2:3][C:4]([C:7](=[O:8])[O:9][CH2:10][CH3:11])([C:12](=[O:13])[O:14][CH2:15][CH3:16])[CH2:5][CH2:6]1>>[O:1]1[CH2:2][CH2:3][C:4]([C:7](=[O:8])[O:9][CH2:10][CH3:11])([CH2:12][OH:13])[CH2:5][CH2:6]1. Starting materials: C(C)(C)(C)OC(=O)N1[C@@H](CCC1)COS(=O)(=O)C1=CC=C(C=C1)C ((S)-2-(Toluene-4-sulfonyloxymethyl)-pyrrolidine-1-carboxylic acid tert-butyl ester), C=1C=CC(=CC1)CC=2C=CC(=CC2)O (4-hydroxydiphenylmethane), [H-].[Na+] (NaH), oil. Run in CN(C)C=O (DMF), CN(C)C=O (DMF). Conditions: temperature 60 celsius, time 8 hour. Yields the product C(C)(C)(C)OC(=O)N1[C@@H](CCC1)COC1=CC=C(C=C1)CC1=CC=CC=C1 ((S)-2-(4-Benzyl-phenoxymethyl)-pyrrolidine-1-carboxylic acid tert-butyl ester). The yield is 117.2%. As a reaction SMILES: [CH:1]1[CH:2]=[CH:3][C:4]([CH2:7][C:8]2[CH:9]=[CH:10][C:11]([OH:14])=[CH:12][CH:13]=2)=[CH:5][CH:6]=1.[H-].[Na+].[C:17]([O:21][C:22]([N:24]1[CH2:28][CH2:27][CH2:26][C@H:25]1[CH2:29]OS(C1C=CC(C)=CC=1)(=O)=O)=[O:23])([CH3:20])([CH3:19])[CH3:18]>CN(C=O)C>[C:17]([O:21][C:22]([N:24]1[CH2:28][CH2:27][CH2:26][C@H:25]1[CH2:29][O:14][C:11]1[CH:10]=[CH:9][C:8]([CH2:7][C:4]2[CH:3]=[CH:2][CH:1]=[CH:6][CH:5]=2)=[CH:13][CH:12]=1)=[O:23])([CH3:20])([CH3:18])[CH3:19] |f:1.2|. Procedure: To a solution of 4-hydroxydiphenylmethane (0.77 g, 4.18 mmol) in anhydrous DMF (22.5 mL) at 0° C. was added a 60% dispersion of NaH in mineral oil (0.23 g, 5.75 mmol) portionwise over 5 min. The resulting slurry was stirred at 0° C. for 45 minutes before a solution of tosylate from step 1 (1.50 g, 4.22 mmol) in DMF (11 mL) was added dropwise over 5 min. The subsequent mixture was stirred at 60° C. overnight. The reaction mixture was poured over ice and then concentrated under reduced pressure. T... Reaction SMILES: [OH:1][CH2:2][CH2:3][CH2:4][N:5]1[C:10](=[O:11])[C:9]2[C:12]([CH3:15])=[CH:13][S:14][C:8]=2[N:7]([CH3:16])[C:6]1=[O:17].CC1C=CC(S([O-])(=O)=O)=CC=1.C1C=C[NH+]=CC=1.[CH2:35]1[CH2:40][O:39][CH:38]=[CH:37][CH2:36]1.O>C(Cl)Cl>[CH3:16][N:7]1[C:8]2[S:14][CH:13]=[C:12]([CH3:15])[C:9]=2[C:10](=[O:11])[N:5]([CH2:4][CH2:3][CH2:2][O:1][CH:38]2[CH2:37][CH2:36][CH2:35][CH2:40][O:39]2)[C:6]1=[O:17] |f:1.2|. Solvent: C(Cl)Cl (DCM). Procedure: To a solution of 3-(3-hydroxypropyl)-1,5-dimethylthieno[2,3-d]pyrimidine-2,4(1H,3H)-dione (9 g, 35.4 mmol) and PPTS (900 mg, 3.54 mmol) in DCM (90 mL) at 0° C. was added DHP (8.96 g, 0.106 mol) dropwise. The reaction was stirred at RT for 18 h, poured into water (30 mL) and extracted with DCM (2×20 mL). The combined organic layers were washed with brine (20 mL), dried over Na2SO4 and concentrated to a residue which was purified by chromatography and eluted with PE/EA (4:1) to give 1,5-dimethyl-3... Product: CN1C(N(C(C2=C1SC=C2C)=O)CCCOC2OCCCC2)=O (1,5-dimethyl-3-(3-(tetrahydro-2H-pyran-2-yloxy)propyl)thieno[2,3-d]pyrimidine-2,4(1H,3H)-dione). Reaction conditions: time 18 hour. Reactants: O (water), OCCCN1C(N(C2=C(C1=O)C(=CS2)C)C)=O (3-(3-hydroxypropyl)-1,5-dimethylthieno[2,3-d]pyrimidine-2,4(1H,3H)-dione), CC1=CC=C(C=C1)S(=O)(=O)[O-].C1=CC=[NH+]C=C1 (PPTS), C1CC=COC1 (DHP). Yield: 93.5%. Reactants: C(C)(=O)C1=C(C(=C(OCCCSCC2OC3(SC2)CC(CC3)CC(=O)OCC)C=C1)CCC)O (ethyl 2-[[[3-(4-acetyl-3-hydroxy-2-propylphenoxy)propyl]thio]methyl]-1-oxa-4-thiaspiro[4.4]nonane-7acetate), [Li+].[OH-] (LiOH). Solvent: CO (methanol). Yields the product C(C)(=O)C1=C(C(=C(OCCCSCC2OC3(SC2)CC(CC3)CC(=O)O)C=C1)CCC)O (2-[[[3-(4-acetyl-3-hydroxy-2-propylphenoxy)propyl]thio]methyl]-1-oxa-4-thiaspiro[4.4]nonane-7-acetic acid). Reaction SMILES: [C:1]([C:4]1[CH:30]=[CH:29][C:7]([O:8][CH2:9][CH2:10][CH2:11][S:12][CH2:13][CH:14]2[CH2:18][S:17][C:16]3([CH2:22][CH2:21][CH:20]([CH2:23][C:24]([O:26]CC)=[O:25])[CH2:19]3)[O:15]2)=[C:6]([CH2:31][CH2:32][CH3:33])[C:5]=1[OH:34])(=[O:3])[CH3:2].[Li+].[OH-]>CO>[C:1]([C:4]1[CH:30]=[CH:29][C:7]([O:8][CH2:9][CH2:10][CH2:11][S:12][CH2:13][CH:14]2[CH2:18][S:17][C:16]3([CH2:22][CH2:21][CH:20]([CH2:23][C:24]([OH:26])=[O:25])[CH2:19]3)[O:15]2)=[C:6]([CH2:31][CH2:32][CH3:33])[C:5]=1[OH:34])(=[O:3])[CH3:2] |f:1.2|. Procedure details: The ester of Example 15 (4.87 g, 10 mmol) is stirred overnight at room temperature under N2 with aqueous LiOH solution (2M, 13 ml) in methanol (60 ml). The reaction is concentrated on a rotary evaporator and the residue diluted with water. The resulting solution is washed once with ethyl ether and then acidified to pH 2.5 with 0.5N KHSO4 solution. The aqueous mixture is extracted with ethyl acetate and the organic layer dried over MgSO4. Starting materials: CC(C)([O-])C.[K+] (potassium t-butoxide), BrC=1C=C(C(=C(C1)F)Cl)F (5-bromo-2-chloro-1,3-difluorobenzene), ClC1=CC=C(C(=C1O)F)C (6-chloro-2-fluoro-3-methylphenol), C1COCCOCCOCCOCCOCCO1 (18-crown-6). Run in C1CCOC1 (THF), C1CCOC1 (THF), CS(=O)C (DMSO). Conditions: temperature 130 celsius. Product: BrC=1C=C(C(=C(C1)OC1=C(C=CC(=C1F)C)Cl)Cl)F (2-[(5-bromo-2-chloro-3-fluorophenyl)oxy]-1-chloro-3-fluoro-4-methylbenzene). Yield: 38.1%. As a reaction SMILES: [Cl:1][C:2]1[C:7]([OH:8])=[C:6]([F:9])[C:5]([CH3:10])=[CH:4][CH:3]=1.C1OCCOCCOCCOCCOCCOC1.CC(C)([O-])C.[K+].[Br:35][C:36]1[CH:37]=[C:38](F)[C:39]([Cl:43])=[C:40]([F:42])[CH:41]=1>CS(C)=O.C1COCC1>[Br:35][C:36]1[CH:41]=[C:40]([F:42])[C:39]([Cl:43])=[C:38]([O:8][C:7]2[C:6]([F:9])=[C:5]([CH3:10])[CH:4]=[CH:3][C:2]=2[Cl:1])[CH:37]=1 |f:2.3|. Procedure details: 6-chloro-2-fluoro-3-methylphenol (9.96 g, 62.0 mmol) and 18-crown-6 (4.5 g, 17.03 mmol) were dissolved in dry DMSO (100 mL) and treated with 20% potassium t-butoxide in THF (34.8 g, 62.0 mmol) in THF for 15 minutes at room temperature. 5-bromo-2-chloro-1,3-difluorobenzene (14.11 g, 62.0 mmol) was added in one portion and the reaction mixture heated at 130° C. for 3 days. The reaction mixture was filtered through Celite™, cooled to ambient temperature and water was added to afford the crude produ... Reactants: CC(C)(C)OC(NC1=CC(=CC(=C1)OCCCCCCCCCCCCCCCCCC)S(=O)C)=O (3-(methylsulfinyl)-5-(octadecyloxy)phenylcarbamic acid dimethylethyl ester), FC(C(=O)O)(F)F (trifluoroacetic acid), 3-(methylsufinyl)-5-(octadecyloxy)benzenamine. Solvent: C(Cl)Cl (methylene chloride). The product is CS(=O)C=1C=C(C=C(C1)OCCCCCCCCCCCCCCCCCC)N (3-(Methylsulfinyl)-5-(octadecyloxy)benzenamine). Reaction SMILES: CC(OC(=O)[NH:7][C:8]1[CH:13]=[C:12]([O:14][CH2:15][CH2:16][CH2:17][CH2:18][CH2:19][CH2:20][CH2:21][CH2:22][CH2:23][CH2:24][CH2:25][CH2:26][CH2:27][CH2:28][CH2:29][CH2:30][CH2:31][CH3:32])[CH:11]=[C:10]([S:33]([CH3:35])=[O:34])[CH:9]=1)(C)C.FC(F)(F)C(O)=O>C(Cl)Cl>[CH3:35][S:33]([C:10]1[CH:9]=[C:8]([NH2:7])[CH:13]=[C:12]([O:14][CH2:15][CH2:16][CH2:17][CH2:18][CH2:19][CH2:20][CH2:21][CH2:22][CH2:23][CH2:24][CH2:25][CH2:26][CH2:27][CH2:28][CH2:29][CH2:30][CH2:31][CH3:32])[CH:11]=1)=[O:34]. Procedure: A solution of 1.5 g (2.86 mmol) of 3-(methylsulfinyl)-5-(octadecyloxy)phenylcarbamic acid dimethylethyl ester and 1.1 ml (14.3 mmol) of trifluoroacetic acid in 50 ml of methylene chloride was kept at room temperature for 41 hours. The solvent was removed at reduced pressure, the residue was treated with NaHCO3 solution and the product was extracted with methylene chloride. The dried extract was concentrated at reduced pressure to a solid which was recrystallized from methylene chloride-hexane to... Reactants: C(C=C)N1C(=C(C2=CC=CC=C12)C(C(=C(C(=O)O)Cl)Cl)=O)C (4-(1-allyl-2-methyl-3-indolyl)-2,3-dichloro-4-oxo-2-butenoic acid), C(CCCCC)N1C=CC2=CC=CC=C12 (1-n-hexylindole), CC=1NC2=CC=CC=C2C1 (2-methylindole). Yields the product C(C=C)N1C(=C(C2=CC=CC=C12)C1(C(=C(C(O1)=O)Cl)Cl)C1=CN(C2=CC=CC=C12)CCCCCC)C (5-(1-allyl-2-methyl-3-indolyl)-5-(1-n-hexyl-3-indolyl)-3,4-dichloro-2(5H)-furanone). As a reaction SMILES: [CH2:1]([N:4]1[C:12]2[C:7](=[CH:8][CH:9]=[CH:10][CH:11]=2)[C:6]([C:13](=O)[C:14]([Cl:20])=[C:15]([Cl:19])[C:16]([OH:18])=[O:17])=[C:5]1[CH3:22])[CH:2]=[CH2:3].[CH2:23]([N:29]1[C:37]2[C:32](=[CH:33][CH:34]=[CH:35][CH:36]=2)[CH:31]=[CH:30]1)[CH2:24][CH2:25][CH2:26][CH2:27][CH3:28].CC1NC2C(C=1)=CC=CC=2>>[CH2:1]([N:4]1[C:12]2[C:7](=[CH:8][CH:9]=[CH:10][CH:11]=2)[C:6]([C:13]2([C:31]3[C:32]4[C:37](=[CH:36][CH:35]=[CH:34][CH:33]=4)[N:29]([CH2:23][CH2:24][CH2:25][CH2:26][CH2:27][CH3:28])[CH:30]=3)[O:18][C:16](=[O:17])[C:15]([Cl:19])=[C:14]2[Cl:20])=[C:5]1[CH3:22])[CH:2]=[CH2:3]. Procedure: Following a procedure similar to that described above in part B of this example except that 4-(1-allyl-2-methyl-3-indolyl)-2,3-dichloro-4-oxo-2-butenoic acid is used in place of 4-(1-ethyl-2-methyl-3-indolyl)-2,3-dichloro-4-oxo-2-butenoic acid and 1-n-hexylindole is substituted for 2-methylindole, there is obtained 5-(1-allyl-2-methyl-3-indolyl)-5-(1-n-hexyl-3-indolyl)-3,4-dichloro-2(5H)-furanone (Formula V: R=CH2 =CHCH2 ; R1 =CH3 ; R2 =CH3 (CH2)4CH2 ; R3 =Y=Y1 =H).